From a dataset of the Open Reaction Database (ORD), a public repository of structured organic reaction records. describe an organic reaction: reactants, conditions, products, and yield The reactants are COC(=O)C1=CC=C(C=C1)C=1NC2=C(N1)C=CC(=C2)C(=O)O (2-(4-methoxycarbonyl-phenyl)-3H-benzoimidazole-5-carboxylic acid), C1=CN(C=N1)C(=O)N2C=CN=C2 (CDI), O (water), C1(CCCCC1)N (cyclohexyl amine). The solvent is CN(C)C=O (DMF). Conditions: time 3 hour. The product is C1(CCCCC1)NC(=O)C1=CC=C(C=C1)C=1NC2=C(N1)C=CC(=C2)C(=O)O (2-(4-Cyclohexylcarbamoyl-phenyl)-3H-benzoimidazole-5-carboxylic Acid). As a reaction SMILES: CO[C:3]([C:5]1[CH:10]=[CH:9][C:8]([C:11]2[NH:12][C:13]3[CH:19]=[C:18]([C:20]([OH:22])=[O:21])[CH:17]=[CH:16][C:14]=3[N:15]=2)=[CH:7][CH:6]=1)=[O:4].C1N=CN(C(N2C=NC=C2)=O)C=1.[CH:35]1([NH2:41])[CH2:40][CH2:39][CH2:38][CH2:37][CH2:36]1.O>CN(C=O)C>[CH:35]1([NH:41][C:3]([C:5]2[CH:6]=[CH:7][C:8]([C:11]3[NH:12][C:13]4[CH:19]=[C:18]([C:20]([OH:22])=[O:21])[CH:17]=[CH:16][C:14]=4[N:15]=3)=[CH:9][CH:10]=2)=[O:4])[CH2:40][CH2:39][CH2:38][CH2:37][CH2:36]1. Procedure details: A mixture of 2-(4-methoxycarbonyl-phenyl)-3H-benzoimidazole-5-carboxylic acid (5.0 g) in DMF (250 mL) and CDI (7.1 g) was stirred at RT for 3.0 hours and then treated with cyclohexyl amine (2.0 g) and refluxed for 96 hours. The reaction mixture was cooled and then poured into water (2.0 L) and stirred at RT for 16 hours. The product was filtered, washed with water and ether and then recrystallized from THF, methanol and ether. Yield 0.4 g. TLC one spot (9:1)-CH2Cl2—CH3OH. The reactants are O=C1c2cc(CBr)ccc2-c2cc(Br)ccc21, CC(=O)[O-], CCOC(C)=O, [K+], CN(C)C=O. Yields the product CC(=O)OCc1ccc2c(c1)C(=O)c1ccc(Br)cc1-2. RXN SMILES: [Br:1][CH2:2][c:3]1[cH:4][cH:5][c:6]2[c:14]([cH:15]1)[C:13](=[O:16])[c:12]1[c:7]-2[cH:8][c:9]([Br:17])[cH:10][cH:11]1.[CH3:19][C:20]([O-:21])=[O:22].[CH3:28][CH2:29][O:30][C:31](=[O:32])[CH3:33].[K+:18].[O:23]=[CH:24][N:25]([CH3:26])[CH3:27]>>[CH2:2]([c:3]1[cH:4][cH:5][c:6]2[c:14]([cH:15]1)[C:13](=[O:16])[c:12]1[c:7]-2[cH:8][c:9]([Br:17])[cH:10][cH:11]1)[O:22][C:20]([CH3:19])=[O:21]. Reactants: O=Cc1cccc(Br)n1, O=C([O-])[O-], Cc1ccccc1, [Na+], [Na+], OB(O)c1cccc2ccccc12, c1ccc(P(c2ccccc2)(c2ccccc2)[Pd](P(c2ccccc2)(c2ccccc2)c2ccccc2)(P(c2ccccc2)(c2ccccc2)c2ccccc2)P(c2ccccc2)(c2ccccc2)c2ccccc2)cc1. Yields the product O=Cc1cccc(-c2cccc3ccccc23)n1. As a reaction SMILES: [Br:20][c:21]1[n:22][c:23]([CH:27]=[O:28])[cH:24][cH:25][cH:26]1.[C:14](=[O:15])([O-:16])[O-:17].[CH3:29][c:30]1[cH:31][cH:32][cH:33][cH:34][cH:35]1.[Na+:18].[Na+:19].[c:1]1([B:11]([OH:12])[OH:13])[cH:2][cH:3][cH:4][c:5]2[cH:6][cH:7][cH:8][cH:9][c:10]12.[cH:36]1[cH:37][cH:38][c:39]([P:40]([Pd:41]([P:42]([c:43]2[cH:44][cH:45][cH:46][cH:47][cH:48]2)([c:49]2[cH:50][cH:51][cH:52][cH:53][cH:54]2)[c:55]2[cH:56][cH:57][cH:58][cH:59][cH:60]2)([P:61]([c:62]2[cH:63][cH:64][cH:65][cH:66][cH:67]2)([c:68]2[cH:69][cH:70][cH:71][cH:72][cH:73]2)[c:74]2[cH:75][cH:76][cH:77][cH:78][cH:79]2)[P:80]([c:81]2[cH:82][cH:83][cH:84][cH:85][cH:86]2)([c:87]2[cH:88][cH:89][cH:90][cH:91][cH:92]2)[c:93]2[cH:94][cH:95][cH:96][cH:97][cH:98]2)([c:99]2[cH:100][cH:101][cH:102][cH:103][cH:104]2)[c:105]2[cH:106][cH:107][cH:108][cH:109][cH:110]2)[cH:111][cH:112]1>>[c:1]1(-[c:21]2[n:22][c:23]([CH:27]=[O:28])[cH:24][cH:25][cH:26]2)[cH:2][cH:3][cH:4][c:5]2[cH:6][cH:7][cH:8][cH:9][c:10]12. Starting materials: BrC1=C(SC2=[N+](C=CC=C21)[O-])S(=O)(=O)C2=CC(=CC(=C2)F)C#N (3-Bromo-2-(3-cyano5-fluorobenzenesulfonyl)-thieno[2,3-b]pyridin-N-oxide), [N+](=O)(O)[O-] (nitric acid), CCOCC (ether). Solvent: C(C)(=O)O (acetic acid). The product is BrC1=C(SC2=[N+](C=C(C=C21)[N+](=O)[O-])[O-])S(=O)(=O)C2=CC(=CC(=C2)F)C#N (3-Bromo-2-(3-cyano-5-fluoro-benzenesulfonyl)-5-nitro-thieno[2,3-b]pyridin-N-oxide). Reaction SMILES: [Br:1][C:2]1[C:10]2[C:5](=[N+:6]([O-:11])[CH:7]=[CH:8][CH:9]=2)[S:4][C:3]=1[S:12]([C:15]1[CH:20]=[C:19]([F:21])[CH:18]=[C:17]([C:22]#[N:23])[CH:16]=1)(=[O:14])=[O:13].[N+:24]([O-])([OH:26])=[O:25].CCOCC>C(O)(=O)C>[Br:1][C:2]1[C:10]2[C:5](=[N+:6]([O-:11])[CH:7]=[C:8]([N+:24]([O-:26])=[O:25])[CH:9]=2)[S:4][C:3]=1[S:12]([C:15]1[CH:20]=[C:19]([F:21])[CH:18]=[C:17]([C:22]#[N:23])[CH:16]=1)(=[O:13])=[O:14]. Procedure: 3-Bromo-2-(3-cyano5-fluorobenzenesulfonyl)-thieno[2,3-b]pyridin-N-oxide (prepared as described in WO 2007/072095) (7.97 g, 19.3 mmol) was boiled at 120° C. with 66% nitric acid (1.22 ml) in acetic acid (25 ml) for 4 hours. The reaction mixture was evaporated and the residue was purified by chromatography (Kieselgel 60, chloroform:methanol=5:0.1). First the starting material was isolated (3.7 g, 47%), than a yellow solid, which was treated with ether (5 ml). After filtration the title compound wa... The reactants are O=C=NS(=O)(=O)Oc1ccccc1-c1nnco1, COc1cc(OC)nc(N)n1, C1CCOC1. Yields the product COc1cc(OC)nc(NC(=O)NS(=O)(=O)Oc2ccccc2-c2nnco2)n1. Reaction SMILES: [N:12](=[C:13]=[O:14])[S:15](=[O:16])(=[O:17])[O:18][c:19]1[c:20](-[c:25]2[o:26][cH:27][n:28][n:29]2)[cH:21][cH:22][cH:23][cH:24]1.[NH2:1][c:2]1[n:3][c:4]([O:10][CH3:11])[cH:5][c:6]([O:8][CH3:9])[n:7]1.[O:30]1[CH2:31][CH2:32][CH2:33][CH2:34]1>>[NH:1]([c:2]1[n:3][c:4]([O:10][CH3:11])[cH:5][c:6]([O:8][CH3:9])[n:7]1)[C:13]([NH:12][S:15](=[O:16])(=[O:17])[O:18][c:19]1[c:20](-[c:25]2[o:26][cH:27][n:28][n:29]2)[cH:21][cH:22][cH:23][cH:24]1)=[O:14]. The reactants are COC1=C(C=2C3=C(C(NC2C=C1)=O)SC=C3)/C=C/CN3CCC(CC3)NC(OC(C)(C)C)=O ((E)-tert-butyl 1-[3-(8-methoxy-4-oxo-4,5-dihydrothieno[2,3-c]quinolin-9-yl)allyl]piperidin-4-ylcarbamate), C(=O)(C(F)(F)F)O (TFA). The product is NC1CCN(CC1)C/C=C/C=1C=2C3=C(C(NC2C=CC1OC)=O)SC=C3 ((E)-9-[3-(4-Aminopiperidin-1-yl)prop-1-enyl]-8-methoxythieno[2,3-c]quinolin-4(5H)-one). Isolated yield 47.8%. RXN SMILES: [CH3:1][O:2][C:3]1[CH:12]=[CH:11][C:10]2[NH:9][C:8](=[O:13])[C:7]3[S:14][CH:15]=[CH:16][C:6]=3[C:5]=2[C:4]=1/[CH:17]=[CH:18]/[CH2:19][N:20]1[CH2:25][CH2:24][CH:23]([NH:26]C(=O)OC(C)(C)C)[CH2:22][CH2:21]1.C(O)(C(F)(F)F)=O>>[NH2:26][CH:23]1[CH2:22][CH2:21][N:20]([CH2:19]/[CH:18]=[CH:17]/[C:4]2[C:5]3[C:6]4[CH:16]=[CH:15][S:14][C:7]=4[C:8](=[O:13])[NH:9][C:10]=3[CH:11]=[CH:12][C:3]=2[O:2][CH3:1])[CH2:25][CH2:24]1. Procedure details: Following General Procedure C, (E)-tert-butyl 1-[3-(8-methoxy-4-oxo-4,5-dihydrothieno[2,3-c]quinolin-9-yl)allyl]piperidin-4-ylcarbamate (40 mg, 0.085 mmol) was reacted with TFA (1 mL) to afford the desired product (15 mg, 86%) as a yellow solid: 1H NMR (500 MHz, CD3OD) δ 7.94 (d, J=5.3 Hz, 1H), 7.86 (d, J=5.3 Hz, 1H), 7.34 (d, J=9.1 Hz, 1H), 7.24 (d, J=9.1 Hz, 1H), 7.06 (d, J=16.0 Hz, 1H), 6.14-6.08 (m, 1H), 4.12 (d, J=7.1 Hz, 2H), 3.84 (br s, 2H), 3.55 (br s, 1H), 3.26 (br s, 3H), 2.38 (d, J=13... Reaction conditions: temperature 10 celsius, time 23 hour. The solvent is C(C)(=O)O (acetic acid), O (water). The reactants are C(C1=CC=CC=C1)OC1=C(C=C(C(=O)OCC2=CC=CC=C2)C=C1)OC (Benzyl 4-(benzyloxy)-3-methoxybenzoate), ClCCl (dichloromethane), [N+](=O)(O)[O-] (nitric acid), S(O)(O)(=O)=O (sulfuric acid). Reported procedure: Benzyl 4-(benzyloxy)-3-methoxybenzoate (78 g) was mixed with dichloromethane (580 ml), water (72 ml) and glacial acetic acid (288 ml). The mixture was cooled to 10° C. Concentrated sulfuric acid (108 ml) was added in a controlled manner maintaining the temperature of the reaction mixture below 25° C. Concentrated nitric acid (17.5 ml) was then added keeping the temperature of the reaction mixture below 20° C. The reaction mixture was then stirred at 20° C. for 23 hours. The lower aqueous layer w... Reaction SMILES: [CH2:1]([O:8][C:9]1[CH:24]=[CH:23][C:12]([C:13]([O:15][CH2:16][C:17]2[CH:22]=[CH:21][CH:20]=[CH:19][CH:18]=2)=[O:14])=[CH:11][C:10]=1[O:25][CH3:26])[C:2]1[CH:7]=[CH:6][CH:5]=[CH:4][CH:3]=1.ClCCl.S(=O)(=O)(O)O.[N+:35]([O-])([OH:37])=[O:36]>C(O)(=O)C.O>[CH2:1]([O:8][C:9]1[C:10]([O:25][CH3:26])=[CH:11][C:12]([C:13]([O:15][CH2:16][C:17]2[CH:18]=[CH:19][CH:20]=[CH:21][CH:22]=2)=[O:14])=[C:23]([N+:35]([O-:37])=[O:36])[CH:24]=1)[C:2]1[CH:7]=[CH:6][CH:5]=[CH:4][CH:3]=1. Yields the product C(C1=CC=CC=C1)OC1=CC(=C(C(=O)OCC2=CC=CC=C2)C=C1OC)[N+](=O)[O-] (benzyl 4-(benzyloxy)-5-methoxy-2-nitrobenzoate). The reactants are O (water), C(C)(=O)O (acetic acid), C(C)(C)(C)OC(NC1CN(C1)C(C1=CC=CC=C1)C1=CC=CC=C1)=O ((1-Benzhydryl-azetidin-3-yl)-carbamic acid tert-butyl ester). Reagents/catalysts: [Pd] (Pd/C). The solvent is C(C)O (ethanol). The product is C(C)(=O)O.C(C)(C)(C)OC(NC1CNC1)=O (Azetidin-3-yl-carbamic acid tert-butyl ester acetic acid salt). As a reaction SMILES: [C:1]([O:5][C:6](=[O:25])[NH:7][CH:8]1[CH2:11][N:10](C(C2C=CC=CC=2)C2C=CC=CC=2)[CH2:9]1)([CH3:4])([CH3:3])[CH3:2].O.[C:27]([OH:30])(=[O:29])[CH3:28]>C(O)C.[Pd]>[C:27]([OH:30])(=[O:29])[CH3:28].[C:1]([O:5][C:6](=[O:25])[NH:7][CH:8]1[CH2:11][NH:10][CH2:9]1)([CH3:4])([CH3:2])[CH3:3] |f:5.6|. Procedure: A suspension of 14 (4.6 g, 13.6 mmol) and 10% Pd/C (2.0 g) in 200 ml of 10:2:1 ethanol:water:acetic acid was hydrogenated at 50 psi for 24 hours. The suspension was subsequently filtered through celite and the solvents removed in vacuo to give the title compound.